From a dataset of the Open Reaction Database (ORD), a public repository of structured organic reaction records. describe an organic reaction: reactants, conditions, products, and yield Starting materials: C(C)N1C(=NC(=C1C(=O)N1CCC(CC1)N1CCCC1)I)C1=CC(=CC=C1)C(F)(F)F ([3-ethyl-5-iodo-2-(3-trifluoromethyl-phenyl)-3H-imidazol-4-yl]-(4-pyrrolidin-1-yl-piperidin-1-yl)-methanone), N1=CC=C(C=C1)B(O)O (pyridine-4-yl-boronic acid). Reported procedure: In analogy to the procedure described for example 7, [3-ethyl-5-iodo-2-(3-trifluoromethyl-phenyl)-3H-imidazol-4-yl]-(4-pyrrolidin-1-yl-piperidin-1-yl)-methanone (example 69) was reacted with pyridine-4-yl-boronic acid to give the title compound as light yellow solid. MS: 498.1 (MH+). Reaction SMILES: [CH2:1]([N:3]1[C:7]([C:8]([N:10]2[CH2:15][CH2:14][CH:13]([N:16]3[CH2:20][CH2:19][CH2:18][CH2:17]3)[CH2:12][CH2:11]2)=[O:9])=[C:6](I)[N:5]=[C:4]1[C:22]1[CH:27]=[CH:26][CH:25]=[C:24]([C:28]([F:31])([F:30])[F:29])[CH:23]=1)[CH3:2].[N:32]1[CH:37]=[CH:36][C:35](B(O)O)=[CH:34][CH:33]=1>>[CH2:1]([N:3]1[C:7]([C:8]([N:10]2[CH2:15][CH2:14][CH:13]([N:16]3[CH2:20][CH2:19][CH2:18][CH2:17]3)[CH2:12][CH2:11]2)=[O:9])=[C:6]([C:35]2[CH:36]=[CH:37][N:32]=[CH:33][CH:34]=2)[N:5]=[C:4]1[C:22]1[CH:27]=[CH:26][CH:25]=[C:24]([C:28]([F:31])([F:30])[F:29])[CH:23]=1)[CH3:2]. The product is C(C)N1C(=NC(=C1C(=O)N1CCC(CC1)N1CCCC1)C1=CC=NC=C1)C1=CC(=CC=C1)C(F)(F)F ([3-Ethyl-5-pyridin-4-yl-2-(3-trifluoromethyl-phenyl)-3H-imidazol-4-yl]-(4-pyrrolidin-1-yl-piperidin-1-yl)-methanone). Reported procedure: Argon was bubbled through a mixture of (rac)3-(3-fluoropyrazin-2-yl)cyclohexanone (250 mg, 1.287 mmol), cesium carbonate (1258 mg, 3.86 mmol) and 4-(benzo[d]thiazol-2-ylamino)phenol (468 mg, 1.931 mmol) in NMP (3 ml) for 5 min. The mixture was heated to 125° C. for 3 hrs and was then cooled to RT. Distilled water (100 ml) was added and the resulting mixture was extracted with EtOAc (3×50 ml). The organic layer was washed with water and brine and dried over sodium sulfate. Filtration and concentr... Product: S1C(=NC2=C1C=CC=C2)NC2=CC=C(OC=1C(=NC=CN1)C1CC(CCC1)=O)C=C2 ((rac)-3-(3-(4-(benzo[d]thiazol-2-ylamino)phenoxy)pyrazin-2-yl)cyclohexanone). The solvent is CN1CCCC1=O (NMP). Reaction conditions: temperature 125 celsius. Starting materials: O (water), FC=1C(=NC=CN1)C1CC(CCC1)=O ((rac)3-(3-fluoropyrazin-2-yl)cyclohexanone), C([O-])([O-])=O.[Cs+].[Cs+] (cesium carbonate), S1C(=NC2=C1C=CC=C2)NC2=CC=C(C=C2)O (4-(benzo[d]thiazol-2-ylamino)phenol). As a reaction SMILES: F[C:2]1[C:3]([CH:8]2[CH2:13][CH2:12][CH2:11][C:10](=[O:14])[CH2:9]2)=[N:4][CH:5]=[CH:6][N:7]=1.C(=O)([O-])[O-].[Cs+].[Cs+].[S:21]1[C:25]2[CH:26]=[CH:27][CH:28]=[CH:29][C:24]=2[N:23]=[C:22]1[NH:30][C:31]1[CH:36]=[CH:35][C:34]([OH:37])=[CH:33][CH:32]=1.O>CN1C(=O)CCC1>[S:21]1[C:25]2[CH:26]=[CH:27][CH:28]=[CH:29][C:24]=2[N:23]=[C:22]1[NH:30][C:31]1[CH:36]=[CH:35][C:34]([O:37][C:2]2[C:3]([CH:8]3[CH2:13][CH2:12][CH2:11][C:10](=[O:14])[CH2:9]3)=[N:4][CH:5]=[CH:6][N:7]=2)=[CH:33][CH:32]=1 |f:1.2.3|. Reactants: OC1[C@H]([C@@H](O)[C@H](O)[C@H](O1)CO)NC(=O)C (ManNAc), CC(=O)OC(=O)C (Ac2O), C(C1=CC=CC=C1)O (benzyl alcohol), B(F)(F)F.CCOCC (BF3.OEt2), NH4OAc 2-proponal EtOAc, CP(=O)(C)Cl (dimethylphosphinic chloride), C(C)(=O)N[C@@H]1[C@@H](OCC2=CC=CC=C2)O[C@@H]([C@H]([C@@H]1O)O)CO (benzyl 2-acetamido-2-deoxy-a-D-mannopyranoside), N1=C(C=CC=C1C)C (2,6-lutidine). Solvent: N1=CC=CC=C1 (pyridine), C[N+](=O)[O-] (CH3NO2), CN(C)C=O (DMF), CN(C)C=O (DMF). Run at time 30 minute. Yields the product C(C)(=O)N[C@@H]1[C@@H](OCC2=CC=CC=C2)O[C@@H]([C@H]([C@@H]1O)O)C(O)P(=O)(C)C (benzyl 2-acetamido-2-deoxy-6-(dimethyl-phosphinyl)-a-D-mannopyranoside). Yield: 56.0%. RXN SMILES: [OH:1][CH:2]1[O:9][C@H:8]([CH2:10][OH:11])[C@@H:6]([OH:7])[C@H:4]([OH:5])[C@@H:3]1[NH:12][C:13]([CH3:15])=[O:14].CC(OC(C)=O)=O.[CH2:23](O)[C:24]1[CH:29]=[CH:28][CH:27]=[CH:26][CH:25]=1.B(F)(F)F.CCOCC.[CH3:40][P:41](Cl)([CH3:43])=[O:42].C(N[C@H]1[C@@H](O)[C@H](O)[C@@H](CO)O[C@@H]1OCC1C=CC=CC=1)(=O)C.N1C(C)=CC=CC=1C>C[N+]([O-])=O.CN(C=O)C.N1C=CC=CC=1>[C:13]([NH:12][C@H:3]1[C@@H:4]([OH:5])[C@H:6]([OH:7])[C@@H:8]([CH:10]([P:41]([CH3:43])([CH3:40])=[O:42])[OH:11])[O:9][C@@H:2]1[O:1][CH2:23][C:24]1[CH:29]=[CH:28][CH:27]=[CH:26][CH:25]=1)(=[O:14])[CH3:15] |f:3.4|. Procedure details: A solution of ManNAc (5.0 g, 2.6 mmol), Ac2O (10 mL) and pyridine (20 mL) was stirred for 10 hours at room temperature, and the mixture was concentrated, followed by coevaporation with toluene. A solution of the residue, benzyl alcohol (20 mL), BF3.OEt2 (1.6 g, 11.3 mmol) in CH3NO2 (150 mL) was gently refluxed for 2.5 hours. After cooling, the mixture was concentrated. The residue was chromatographed on silica gel, with toluene-EtOAc (1:2). The isolated benzyl 2-acetamido-4,5,6-tri-O-acetyl-2-de... Yields the product CN(C)C(=O)c1ccc(-c2ccc3c(n2)Oc2nc(-c4ccccc4)ccc2C3C(C)(C)C(=O)Nc2nncs2)cc1. Starting materials: CN(C)C(=O)c1ccc(-c2ccc3c(n2)Oc2nc(Cl)ccc2C3C(C)(C)C(=O)Nc2nncs2)cc1, OB(O)c1ccccc1. Reaction SMILES: [Cl:1][c:2]1[cH:3][cH:4][c:5]2[c:6]([n:7]1)[O:8][c:9]1[c:10]([cH:23][cH:24][c:25](-[c:27]3[cH:28][cH:29][c:30]([C:31](=[O:32])[N:33]([CH3:34])[CH3:35])[cH:36][cH:37]3)[n:26]1)[CH:11]2[C:12]([C:13]([NH:14][c:15]1[s:16][cH:17][n:18][n:19]1)=[O:20])([CH3:21])[CH3:22].[OH:38][B:39]([OH:40])[c:41]1[cH:42][cH:43][cH:44][cH:45][cH:46]1>>[c:2]1(-[c:41]2[cH:42][cH:43][cH:44][cH:45][cH:46]2)[cH:3][cH:4][c:5]2[c:6]([n:7]1)[O:8][c:9]1[c:10]([cH:23][cH:24][c:25](-[c:27]3[cH:28][cH:29][c:30]([C:31](=[O:32])[N:33]([CH3:34])[CH3:35])[cH:36][cH:37]3)[n:26]1)[CH:11]2[C:12]([C:13]([NH:14][c:15]1[s:16][cH:17][n:18][n:19]1)=[O:20])([CH3:21])[CH3:22]. The reactants are C(CC)(=O)Cl (propionyl chloride), N1(CCOCC1)CC(=CC#N)C1N(CCOC1)C (4-(-N-morpholinyl)-3(-N methyl-morpholinyl)-but-2-enenitrile). Reagents/catalysts: Cl[Ti](Cl)(Cl)Cl (TiCl4). The solvent is C(Cl)Cl (CH2Cl2). Product: (THF)2, CCN(C(C)C)C(C)C (i-Pr2NEt). Isolated yield 78.0%. Reaction SMILES: N1(C[C:8]([CH:12]2[CH2:17]O[CH2:15][CH2:14][N:13]2C)=CC#N)CCOCC1.[C:19](Cl)(=O)[CH2:20][CH3:21]>C(Cl)Cl.Cl[Ti](Cl)(Cl)Cl>[CH3:15][CH2:14][N:13]([CH:12]([CH3:17])[CH3:8])[CH:20]([CH3:21])[CH3:19]. Reported procedure: Prepared according to General Procedure A using 4-(-N-morpholinyl)-3(-N methyl-morpholinyl)-but-2-enenitrile (45.0 mg, 0.179 mmol), TiCl4.(THF)2 (120 mg, 0.359 mmol), i-Pr2NEt (125 μL, 0.716 mmol), and propionyl chloride (0.54 mL 1M solution HC2Cl2, 054 mmol) in 1.8 mL of CH2Cl2 at −20° C. to provide the pure product in 78% yield 5.7 mg, 0.139 mmol) as a white solid; mp 92-94 ° C.; 95:5 syn-anti:syn-syn by 1H NMR. Syn-anti isomer: IR (film)2974, 2920, 2858, 1637, 1444, 1359; 1112, 1074, 911, 850... Reactants: COC(C1=CC=C(C=C1)OCC(CCCCC)C1=CC=C2C(CCSC2=C1)(C)C)=O (4-[2-(4,4-dimethyl-thiochroman-7-yl)-heptyloxy]-benzoic acid methyl ester), [OH-].[K+] (potassium hydroxide), Cl (HCl), C1CCOC1 (THF). Run in C(C)O (ethanol), O (water), O (water). Reaction conditions: temperature 45 celsius. Product: CC1(CCSC2=CC(=CC=C12)C(COC1=CC=C(C(=O)O)C=C1)CCCCC)C (4-[2-(4,4-dimethyl-thiochroman-7-yl)-heptyloxy]-benzoic acid). Yield: 89.0%. RXN SMILES: C[O:2][C:3](=[O:30])[C:4]1[CH:9]=[CH:8][C:7]([O:10][CH2:11][CH:12]([C:18]2[CH:27]=[C:26]3[C:21]([C:22]([CH3:29])([CH3:28])[CH2:23][CH2:24][S:25]3)=[CH:20][CH:19]=2)[CH2:13][CH2:14][CH2:15][CH2:16][CH3:17])=[CH:6][CH:5]=1.[OH-].[K+].C1COCC1.Cl>C(O)C.O>[CH3:28][C:22]1([CH3:29])[C:21]2[C:26](=[CH:27][C:18]([CH:12]([CH2:13][CH2:14][CH2:15][CH2:16][CH3:17])[CH2:11][O:10][C:7]3[CH:6]=[CH:5][C:4]([C:3]([OH:30])=[O:2])=[CH:9][CH:8]=3)=[CH:19][CH:20]=2)[S:25][CH2:24][CH2:23]1 |f:1.2|. Procedure: A solution of 4-[2-(4,4-dimethyl-thiochroman-7-yl)-heptyloxy]-benzoic acid methyl ester (0.715 g, 1.68 mmole) in 12 mL of ethanol was treated with a solution of potassium hydroxide (1.9 g) in 7.5 mL of water. THF (5 mL) was added and the mixture was heated at 45° C. for two hours, diluted with 30 mL of water and the pH adjusted to 2.0 with concentrated HCl. The mixture was extracted with three portions of 30 mL of ethyl acetate. The organic phase was dried over MgSO4, filtered and concentrated i... The reactants are CO, COC(=O)C(C)Cl, O=[N+]([O-])c1cc(O)c(Cl)cc1F, [K+], [OH-]. Product: COC(=O)C(C)Oc1cc([N+](=O)[O-])c(F)cc1Cl. As a reaction SMILES: [CH3:22][OH:23].[Cl:15][CH:16]([C:17](=[O:18])[O:19][CH3:20])[CH3:21].[Cl:1][c:2]1[c:3]([OH:12])[cH:4][c:5]([N+:9](=[O:10])[O-:11])[c:6]([F:8])[cH:7]1.[K+:14].[OH-:13]>>[Cl:1][c:2]1[c:3]([O:12][CH:16]([C:17](=[O:18])[O:19][CH3:20])[CH3:21])[cH:4][c:5]([N+:9](=[O:10])[O-:11])[c:6]([F:8])[cH:7]1. Reactants: I.COC1=C(C=CC=C1)C1C2CCC(C2)C12N=C(CC2)SC (3-(2-methoxyphenyl)-5'-methylthio-spiro[bicyclo[2.2.1]-heptane-2,2'-5-pyrroline]hydriodide), N1CCCC1 (pyrrolidine). The solvent is C(C)O (ethanol). Product: I.COC1=C(C=CC=C1)C1C2CCC(C2)C12N=C(CC2)N2CCCC2 (3-(2-Methoxyphenyl)-5'-pyrrolidino-spiro[bicyclo[2.2.1]-heptane-2,2'-5-pyrroline]hydriodide). Reaction SMILES: [IH:1].[CH3:2][O:3][C:4]1[CH:9]=[CH:8][CH:7]=[CH:6][C:5]=1[CH:10]1[C:16]2([CH2:20][CH2:19][C:18](SC)=[N:17]2)[CH:14]2[CH2:15][CH:11]1[CH2:12][CH2:13]2.[NH:23]1[CH2:27][CH2:26][CH2:25][CH2:24]1>C(O)C>[IH:1].[CH3:2][O:3][C:4]1[CH:9]=[CH:8][CH:7]=[CH:6][C:5]=1[CH:10]1[C:16]2([CH2:20][CH2:19][C:18]([N:23]3[CH2:27][CH2:26][CH2:25][CH2:24]3)=[N:17]2)[CH:14]2[CH2:15][CH:11]1[CH2:12][CH2:13]2 |f:0.1,4.5|. Procedure: 12 mmoles of 3-(2-methoxyphenyl)-5'-methylthio-spiro[bicyclo[2.2.1]-heptane-2,2'-5-pyrroline]hydriodide and 2 g of pyrrolidine in 50 ml of ethanol are refluxed. The solvent is stripped off and the residue obtained is recrystallized from isopropanol. Colorless crystals of melting point 228° C. The reactants are FC1=C(C#N)C=CC=C1 (2-fluorobenzonitrile), CNCCO (N-methylethanolamine). Yields the product OCCN(C1=C(C#N)C=CC=C1)C (2-[N-(2-hydroxyethyl)methylamino]benzonitrile). As a reaction SMILES: F[C:2]1[CH:9]=[CH:8][CH:7]=[CH:6][C:3]=1[C:4]#[N:5].[CH3:10][NH:11][CH2:12][CH2:13][OH:14]>>[OH:14][CH2:13][CH2:12][N:11]([CH3:10])[C:2]1[CH:9]=[CH:8][CH:7]=[CH:6][C:3]=1[C:4]#[N:5]. Procedure details: According to a similar manner to that in Reference Example 3, the title compound was synthesized from 2-fluorobenzonitrile and N-methylethanolamine. The reactants are C(C)C(N(CP(=S)(C)C)C(=O)OCC1=CC=CC=C1)C(=O)O (Ethyl N-carbobenzoxy-N-(dimethylthiophosphinylmethyl)glycine), CCOCC (Ether). Solvent: Br (hydrogen bromide), C(C)(=O)O (acetic acid). Run at time 1 hour. The product is C(C)N(CC(=O)O)CP(=S)(C)C (ethyl N-(dimethylthiophosphinylmethyl)glycine). As a reaction SMILES: C([CH:3]([C:20]([OH:22])=[O:21])[N:4]([C:10](OCC1C=CC=CC=1)=O)[CH2:5][P:6]([CH3:9])([CH3:8])=[S:7])C.[CH3:23]COCC>Br.C(O)(=O)C>[CH2:10]([N:4]([CH2:5][P:6]([CH3:9])([CH3:8])=[S:7])[CH2:3][C:20]([OH:22])=[O:21])[CH3:23]. Reported procedure: Ethyl N-carbobenzoxy-N-(dimethylthiophosphinylmethyl)glycine (2 g., 0.005 mole) was dissolved in 36% hydrogen bromide (8 ml) in glacial acetic acid at 0° C. and the resulting mixture was stirred for one hour. Ether was added and the oily precipitate was isolated by decanting the ether layer. The oil was washed with ether twice, then suspended in benzene and treated with propylene oxide. The solution was concentrated in vacuo to yield ethyl N-(dimethylthiophosphinylmethyl)glycine (0.7 g., 0.002 m...